This data is from the Open Reaction Database (ORD), a public repository of structured organic reaction records. The task is: describe an organic reaction: reactants, conditions, products, and yield Reactants: N1[C@H](C(=O)O)CCC1 (proline), BrCCC=1C=CC2=C(C(=C(O2)[N+](=O)[O-])C2=CC=CC=C2)C1 (5-(2-bromoethyl)-2-nitro-3-phenylbenzofuran). Run in C(C)O (ethanol). Product: C(C)OCCC=1C=CC2=C(C(=C(O2)[N+](=O)[O-])C2=CC=CC=C2)C1 (5-ethoxyethyl-2-nitro-3-phenylbenzofuran). Reaction SMILES: N1CCC[C@H:2]1[C:3](O)=[O:4].Br[CH2:10][CH2:11][C:12]1[CH:13]=[CH:14][C:15]2[O:19][C:18]([N+:20]([O-:22])=[O:21])=[C:17]([C:23]3[CH:28]=[CH:27][CH:26]=[CH:25][CH:24]=3)[C:16]=2[CH:29]=1>C(O)C>[CH2:3]([O:4][CH2:10][CH2:11][C:12]1[CH:13]=[CH:14][C:15]2[O:19][C:18]([N+:20]([O-:22])=[O:21])=[C:17]([C:23]3[CH:28]=[CH:27][CH:26]=[CH:25][CH:24]=3)[C:16]=2[CH:29]=1)[CH3:2]. Reported procedure: A mixture of 1.04 g. (0.009 mole) of proline and 3 g. (0.009 mole) of 5-(2-bromoethyl)-2-nitro-3-phenylbenzofuran (prepared by reaction of 5-(2-hydroxyethyl)-2-nitro-3-phenylbenzofuran with phosphorus tribromide) in 50 ml. of ethanol is heated to its reflux temperature and maintained at reflux temperature for about 14 hours. The mixture is evaporated to provide a solid residue which is recrystallized from ethanol to provide 5-ethoxyethyl-2-nitro-3-phenylbenzofuran, m.p. 108°-109° C. Starting materials: COC(CN)OC, Cl[Hg]Cl, C1CCOC1, O=C(NC1CCc2ccccc2NC1=S)OCc1ccccc1. The product is COC(CNC1=Nc2ccccc2CCC1NC(=O)OCc1ccccc1)OC. As a reaction SMILES: [CH3:24][O:25][CH:26]([CH2:27][NH2:28])[O:29][CH3:30].[Cl:36][Hg:37][Cl:38].[O:31]1[CH2:32][CH2:33][CH2:34][CH2:35]1.[S:1]=[C:2]1[NH:3][c:4]2[c:5]([cH:20][cH:21][cH:22][cH:23]2)[CH2:6][CH2:7][CH:8]1[NH:9][C:10]([O:11][CH2:12][c:13]1[cH:14][cH:15][cH:16][cH:17][cH:18]1)=[O:19]>>[C:2]1([NH:28][CH2:27][CH:26]([O:25][CH3:24])[O:29][CH3:30])=[N:3][c:4]2[c:5]([cH:20][cH:21][cH:22][cH:23]2)[CH2:6][CH2:7][CH:8]1[NH:9][C:10]([O:11][CH2:12][c:13]1[cH:14][cH:15][cH:16][cH:17][cH:18]1)=[O:19]. Starting materials: CNc1ccccc1, CC(C)(N=C=O)c1cccc(C(F)(F)F)c1, c1ccccc1. Yields the product CN(C(=O)NC(C)(C)c1cccc(C(F)(F)F)c1)c1ccccc1. Reaction SMILES: [CH3:17][NH:18][c:19]1[cH:20][cH:21][cH:22][cH:23][cH:24]1.[F:1][C:2]([c:3]1[cH:4][c:5]([C:6]([CH3:7])([CH3:8])[N:9]=[C:10]=[O:11])[cH:12][cH:13][cH:14]1)([F:15])[F:16].[cH:25]1[cH:26][cH:27][cH:28][cH:29][cH:30]1>>[F:1][C:2]([c:3]1[cH:4][c:5]([C:6]([CH3:7])([CH3:8])[NH:9][C:10](=[O:11])[N:18]([CH3:17])[c:19]2[cH:20][cH:21][cH:22][cH:23][cH:24]2)[cH:12][cH:13][cH:14]1)([F:15])[F:16]. The reactants are COCCBr (2-bromoethyl methyl ether), C(C)(=O)NC=1SC(=CN1)Cl (2-acetamido-5-chlorothiazole), CN(C)C=O (DMF), [H-].[Na+] (sodium hydride). Solvent: C(C)(=O)OCC (ethyl acetate). Conditions: temperature 85 celsius, time 15 minute. The product is ClC1=CN(C(S1)=NC(C)=O)CCOC (N-[5-chloro-3-(2-methoxyethyl)-1,3-thiazol-2(3H)-ylidene]acetamide). Isolated yield 39.9%. As a reaction SMILES: [C:1]([NH:4][C:5]1[S:6][C:7]([Cl:10])=[CH:8][N:9]=1)(=[O:3])[CH3:2].CN(C=O)C.[H-].[Na+].[CH3:18][O:19][CH2:20][CH2:21]Br>C(OCC)(=O)C>[Cl:10][C:7]1[S:6][C:5](=[N:4][C:1](=[O:3])[CH3:2])[N:9]([CH2:21][CH2:20][O:19][CH3:18])[CH:8]=1 |f:2.3|. Reported procedure: A flask was charged with 2-acetamido-5-chlorothiazole (Lancaster, 19.3 g, 110 mmol) in 200 mL of 2:1 THE/DMF. To the solution was added sodium hydride (60% dispersion in mineral oil, 5.44 g, 142 mmol). The mixture was stinred at room temperature for 15 minutes and then 2-bromoethyl methyl ether (18.3 g, 131 mmol) was added. The mixture was warmed to 85° C. and stirred overnight. After cooling to room temperature, the mixture was diluted with ethyl acetate and washed with water. The organic extra...